The task is: describe an organic reaction: reactants, conditions, products, and yield. This data is from the Open Reaction Database (ORD), a public repository of structured organic reaction records. Reactants: COC=1C=C(C=CC1OC)C1=NNC([C@H]2CCCC[C@@H]12)=O ((cis)-4-(3,4-Dimethoxyphenyl)-4a,5,6,7,8,8a-hexahydro-2H-phthalazin-1-one), ClCC1=CC=C(C=C1)CC(=O)O (4-chloromethylphenylacetic acid), COC=1C=C(C=CC1OC)C1=NN(C([C@H]2CCCC[C@@H]12)=O)CC1=CC=C(C(=O)O)C=C1 ((cis)-4-(4-(3,4-Dimethoxyphenyl)-1-oxo-4a,5,6,7,8,8a-hexahydro-1H-phthalazin-2-ylmethyl)-benzoic acid). Yields the product COC=1C=C(C=CC1OC)C1=NN(C([C@H]2CCCC[C@@H]12)=O)CC1=CC=C(C=C1)CC(=O)O ((cis)-4-(4-(3,4-Dimethoxyphenyl)-1-oxo-4a,5,6,7,8,8a-hexahydro-1H-phthalazin-2-ylmethyl)phenylacetic acid). RXN SMILES: [CH3:1][O:2][C:3]1[CH:4]=[C:5]([C:11]2[C@H:20]3[C@H:15]([CH2:16][CH2:17][CH2:18][CH2:19]3)[C:14](=[O:21])[NH:13][N:12]=2)[CH:6]=[CH:7][C:8]=1[O:9][CH3:10].Cl[CH2:23][C:24]1[CH:29]=[CH:28][C:27]([CH2:30][C:31]([OH:33])=[O:32])=[CH:26][CH:25]=1.COC1C=C(C2[C@H]3[C@H](CCCC3)C(=O)N(CC3C=CC(C(O)=O)=CC=3)N=2)C=CC=1OC>>[CH3:1][O:2][C:3]1[CH:4]=[C:5]([C:11]2[C@H:20]3[C@H:15]([CH2:16][CH2:17][CH2:18][CH2:19]3)[C:14](=[O:21])[N:13]([CH2:23][C:24]3[CH:25]=[CH:26][C:27]([CH2:30][C:31]([OH:33])=[O:32])=[CH:28][CH:29]=3)[N:12]=2)[CH:6]=[CH:7][C:8]=1[O:9][CH3:10]. Reported procedure: Prepared from compound 1 and 4-chloromethylphenylacetic acid as described for compound 83. Purified by chromatography (ethyl acetate). Crystallized from diethyl ether. M.p. 164°-166° C. Reactants: CC(=O)OC1CCC2C3CCc4cc(OCc5ccccc5)c(C(C)=O)cc4C3CCC12C, C1CCOC1, CC(=O)O, CO, [K+], [OH-], O. The product is CC(=O)c1cc2c(cc1OCc1ccccc1)CCC1C2CCC2(C)C(O)CCC12. RXN SMILES: [C:1](=[O:2])([CH3:3])[O:4][CH:5]1[C:6]2([CH3:7])[CH:8]([CH2:9][CH2:10]1)[CH:11]1[CH2:12][CH2:13][c:14]3[cH:15][c:16]([O:26][CH2:27][c:28]4[cH:29][cH:30][cH:31][cH:32][cH:33]4)[c:17]([C:23]([CH3:24])=[O:25])[cH:18][c:19]3[CH:20]1[CH2:21][CH2:22]2.[CH2:40]1[O:41][CH2:42][CH2:43][CH2:44]1.[CH3:36][C:37](=[O:38])[OH:39].[CH3:45][OH:46].[K+:35].[OH-:34].[OH2:47]>>[OH:4][CH:5]1[C:6]2([CH3:7])[CH:8]([CH2:9][CH2:10]1)[CH:11]1[CH2:12][CH2:13][c:14]3[cH:15][c:16]([O:26][CH2:27][c:28]4[cH:29][cH:30][cH:31][cH:32][cH:33]4)[c:17]([C:23]([CH3:24])=[O:25])[cH:18][c:19]3[CH:20]1[CH2:21][CH2:22]2.